This data is from the Open Reaction Database (ORD), a public repository of structured organic reaction records. The task is: describe an organic reaction: reactants, conditions, products, and yield The reactants are CCOC(=O)CC#N, C1CCNCC1, CCO, O, O=Cc1ccc(O)c(O)c1. Product: CCOC(=O)C(C#N)=Cc1ccc(O)c(O)c1. As a reaction SMILES: [C:11](#[N:12])[CH2:13][C:14](=[O:15])[O:16][CH2:17][CH3:18].[CH2:19]1[CH2:20][CH2:21][NH:22][CH2:23][CH2:24]1.[CH3:26][CH2:27][OH:28].[OH2:25].[OH:1][c:2]1[cH:3][c:4]([CH:5]=[O:6])[cH:7][cH:8][c:9]1[OH:10]>>[OH:1][c:2]1[cH:3][c:4]([CH:5]=[C:13]([C:11]#[N:12])[C:14](=[O:15])[O:16][CH2:17][CH3:18])[cH:7][cH:8][c:9]1[OH:10]. Reactants: C(C)N1S(C2=C(C(=C1C(=O)OC)O)C=CC=C2)(=O)=O (methyl 2-ethyl-4-hydroxy-2H-1,2-benzothiazine-3-carboxylate-1,1-dioxide), NC1=NC(=CN=C1)Cl (2-amino-6-chloro-pyrazine). Solvent: C=1(C(=CC=CC1)C)C (xylene). The product is ClC1=CN=CC(=N1)NC(=O)C=1N(S(C2=C(C1O)C=CC=C2)(=O)=O)CC (N-(6-chloro-pyrazin-2-yl)-2-ethyl-4-hydroxy-2H-1,2-benzothiazine-3-carboxamide-1,1-dioxide). Isolated yield 63.9%. RXN SMILES: [CH2:1]([N:3]1[C:8]([C:9]([O:11]C)=O)=[C:7]([OH:13])[C:6]2[CH:14]=[CH:15][CH:16]=[CH:17][C:5]=2[S:4]1(=[O:19])=[O:18])[CH3:2].[NH2:20][C:21]1[CH:26]=[N:25][CH:24]=[C:23]([Cl:27])[N:22]=1>C1(C)C(C)=CC=CC=1>[Cl:27][C:23]1[N:22]=[C:21]([NH:20][C:9]([C:8]2[N:3]([CH2:1][CH3:2])[S:4](=[O:19])(=[O:18])[C:5]3[CH:17]=[CH:16][CH:15]=[CH:14][C:6]=3[C:7]=2[OH:13])=[O:11])[CH:26]=[N:25][CH:24]=1. Procedure: 8.5 g (30 mmols) of methyl 2-ethyl-4-hydroxy-2H-1,2-benzothiazine-3-carboxylate-1,1-dioxide and 3.9 g (30 mmols) of 2-amino-6-chloro-pyrazine were reacted in 600 ml of xylene and worked up analogous to Example 1, yielding 7.3 g (64% of theory) of N-(6-chloro-pyrazin-2-yl)-2-ethyl-4-hydroxy-2H-1,2-benzothiazine-3-carboxamide-1,1-dioxide. Reaction SMILES: [C:1]([CH2:3][C:4]1[C:12]2[C:7](=[CH:8][CH:9]=[C:10]([CH2:13][S:14]([NH:17][CH3:18])(=[O:16])=[O:15])[CH:11]=2)[NH:6][CH:5]=1)#[N:2].[H-].[Na+].[CH2:21](Cl)[C:22]1[CH:27]=[CH:26][CH:25]=[CH:24][CH:23]=1>CN(C)C=O>[C:1]([CH2:3][C:4]1[C:12]2[C:7](=[CH:8][CH:9]=[C:10]([CH2:13][S:14]([NH:17][CH3:18])(=[O:16])=[O:15])[CH:11]=2)[N:6]([CH2:21][C:22]2[CH:27]=[CH:26][CH:25]=[CH:24][CH:23]=2)[CH:5]=1)#[N:2] |f:1.2|. Conditions: temperature -30 celsius, time 1 hour. The solvent is CN(C=O)C (dimethylformamide). Procedure details: 3-(Cyanomethyl)-N-methyl-1H-indole-5-methanesulphonamide (0.4 g) was dissolved in re-distilled dimethylformamide (10 ml) and treated with sodium hydride (0.132 g, 80% dispersion in oil). After 0.5 h the stirred suspension was cooled to -30° C. and treated with distilled benzyl chloride (0.19 g). The mixture was allowed to warm to 10°, stirred for 1 h and then poured onto ice (10 g). The suspension was filtered, and the solid collected and washed with water (20 ml) and cyclohexane (30 ml). The so... Yield: 22.6%. Product: C(#N)CC1=CN(C2=CC=C(C=C12)CS(=O)(=O)NC)CC1=CC=CC=C1 (3-(Cyanomethyl)-N-methyl-1-(phenylmethyl)-1H-indole-5-methanesulphonamide). The reactants are [H-].[Na+] (sodium hydride), C(#N)CC1=CNC2=CC=C(C=C12)CS(=O)(=O)NC (3-(Cyanomethyl)-N-methyl-1H-indole-5-methanesulphonamide), C(C1=CC=CC=C1)Cl (benzyl chloride). Reaction SMILES: [CH2:1]([Li:2])[CH2:3][CH2:4][CH3:5].[CH2:33]1[O:34][CH2:35][CH2:36][CH2:37]1.[CH3:13][C:14]1([CH3:25])[CH2:15][CH2:16][CH2:17][CH:18]([CH2:20][C:21](=[O:22])[O:23][CH3:24])[O:19]1.[CH3:39][CH2:40][O:41][C:42](=[O:43])[CH3:44].[CH3:45][N:46]([P:47]([N:48]([CH3:49])[CH3:50])([N:51]([CH3:52])[CH3:53])=[O:54])[CH3:55].[CH:6]([NH:7][CH:8]([CH3:9])[CH3:10])([CH3:11])[CH3:12].[Cl-:31].[Cl:26][CH2:27][CH2:28][CH2:29][I:30].[NH4+:32].[OH2:38]>>[CH3:13][C:14]1([CH3:25])[CH2:15][CH2:16][CH2:17][CH:18]([CH:20]([C:21](=[O:22])[O:23][CH3:24])[CH2:29][CH2:28][CH2:27][Cl:26])[O:19]1. The reactants are [Li]CCCC, C1CCOC1, COC(=O)CC1CCCC(C)(C)O1, CCOC(C)=O, CN(C)P(=O)(N(C)C)N(C)C, CC(C)NC(C)C, [Cl-], ClCCCI, [NH4+], O. Product: COC(=O)C(CCCCl)C1CCCC(C)(C)O1. Starting materials: O=C([O-])[O-], CCOC(=O)c1cc2c(O)cccc2[nH]1, CN(C)C=O, Cc1ccc([N+](=O)[O-])c(F)c1, [K+], [K+]. Product: CCOC(=O)c1cc2c(Oc3cc(C)ccc3[N+](=O)[O-])cccc2[nH]1. As a reaction SMILES: [C:27](=[O:28])([O-:29])[O-:30].[CH2:1]([CH3:2])[O:3][C:4](=[O:5])[c:6]1[nH:7][c:8]2[cH:9][cH:10][cH:11][c:12]([OH:15])[c:13]2[cH:14]1.[CH3:33][N:34]([CH3:35])[CH:36]=[O:37].[F:16][c:17]1[c:18]([N+:24](=[O:25])[O-:26])[cH:19][cH:20][c:21]([CH3:23])[cH:22]1.[K+:31].[K+:32]>>[CH2:1]([CH3:2])[O:3][C:4](=[O:5])[c:6]1[nH:7][c:8]2[cH:9][cH:10][cH:11][c:12]([O:15][c:17]3[c:18]([N+:24](=[O:25])[O-:26])[cH:19][cH:20][c:21]([CH3:23])[cH:22]3)[c:13]2[cH:14]1.